Dataset: the Open Reaction Database (ORD), a public repository of structured organic reaction records. Task: describe an organic reaction: reactants, conditions, products, and yield Starting materials: CCN=C=NCCCN(C)C, CN(C)c1ccncc1, CC1=C(C(=O)[O-])C(c2cccc(Cl)c2)C(C(=O)OCCC#N)=C(C)N1, ClCCl, Cl, Cl, NCCC(c1ccccc1)c1ccccc1. Yields the product CC1=C(C(=O)NCCC(c2ccccc2)c2ccccc2)C(c2cccc(Cl)c2)C(C(=O)OCCC#N)=C(C)N1. As a reaction SMILES: [CH3:27][N:28]([CH3:29])[CH2:30][CH2:31][CH2:32][N:33]=[C:34]=[N:35][CH2:36][CH3:37].[CH3:55][N:56]([CH3:57])[c:58]1[cH:59][cH:60][n:61][cH:62][cH:63]1.[Cl:1][c:2]1[cH:3][c:4]([CH:8]2[C:9]([C:19](=[O:20])[O:21][CH2:22][CH2:23][C:24]#[N:25])=[C:10]([CH3:18])[NH:11][C:12]([CH3:17])=[C:13]2[C:14](=[O:15])[O-:16])[cH:5][cH:6][cH:7]1.[Cl:64][CH2:65][Cl:66].[ClH:26].[ClH:54].[c:38]1([CH:44]([CH2:45][CH2:46][NH2:47])[c:48]2[cH:49][cH:50][cH:51][cH:52][cH:53]2)[cH:39][cH:40][cH:41][cH:42][cH:43]1>>[Cl:1][c:2]1[cH:3][c:4]([CH:8]2[C:9]([C:19](=[O:20])[O:21][CH2:22][CH2:23][C:24]#[N:25])=[C:10]([CH3:18])[NH:11][C:12]([CH3:17])=[C:13]2[C:14](=[O:15])[NH:47][CH2:46][CH2:45][CH:44]([c:38]2[cH:39][cH:40][cH:41][cH:42][cH:43]2)[c:48]2[cH:49][cH:50][cH:51][cH:52][cH:53]2)[cH:5][cH:6][cH:7]1. Reactants: O (water), C(C=C)(=O)N (acrylamide), C=CC1=CC=CC=C1 (styrene), C(=C)C1=C(C=CC=C1)C=C (divinylbenzene). Solvent: C(C)O (ethanol). The product is C(C=C)(=O)N.C=CC1=CC=CC=C1 (acrylamide styrene). RXN SMILES: [C:1]([NH2:5])(=[O:4])[CH:2]=[CH2:3].[CH2:6]=[CH:7][C:8]1[CH:13]=[CH:12][CH:11]=[CH:10][CH:9]=1.C(C1C=CC=CC=1C=C)=C.O>C(O)C>[C:1]([NH2:5])(=[O:4])[CH:2]=[CH2:3].[CH2:6]=[CH:7][C:8]1[CH:13]=[CH:12][CH:11]=[CH:10][CH:9]=1 |f:5.6|. Procedure details: Polystyrenesulfonate (15.0 mmoles, 2.612 g), acrylamide (7.2 mmoles, 0.512 g), styrene (7.2 mmoles, 0.8250 mL) and divinylbenzene (0.6 mmoles, 85.5 microL) were dissolved in 10 mL ethanol and 10 mL water in a 40 mL vial fitted with a septa cap. The solution was degassed by bubbling nitrogen through and 1 mole % AIBN was added as a solution. The polymerization solution was further degassed and the placed in a heated reaction block at 60° C. for 18 h. A clear, colorless gel formed.